This data is from the Open Reaction Database (ORD), a public repository of structured organic reaction records. The task is: describe an organic reaction: reactants, conditions, products, and yield The reactants are Cl.FC1(CCC(CC1)N)F (4,4-Difluoro-cyclohexylamine hydrochloride), [OH-].[Na+] (NaOH), C(Cl)(Cl)Cl (chloroform), C(Cl)Cl (DCM). Reagents/catalysts: S(=O)(=O)(O)[O-].C(CCC)[N+](CCCC)(CCCC)CCCC (tetrabutylammonium hydrogen sulfate). Run in O (water). Run at time 72 hour. The product is FC1(CCC(CC1)[N+]#[C-])F (1,1-Difluoro-4-isocyano-cyclohexane). Reaction SMILES: Cl.[F:2][C:3]1([F:10])[CH2:8][CH2:7][CH:6]([NH2:9])[CH2:5][CH2:4]1.[OH-].[Na+].[CH:13](Cl)(Cl)Cl.C(Cl)Cl>S([O-])(O)(=O)=O.C([N+](CCCC)(CCCC)CCCC)CCC.O>[F:2][C:3]1([F:10])[CH2:8][CH2:7][CH:6]([N+:9]#[C-:13])[CH2:5][CH2:4]1 |f:0.1,2.3,6.7|. Procedure: 4,4-Difluoro-cyclohexylamine hydrochloride (1.0 g, 5.8 mmol, 1 equiv.) was added to a mixture of NaOH (1.5 g, 37 mmol, 6.3 equiv.) and tetrabutylammonium hydrogen sulfate (40 mg, 0.12 mmol, 0.02 equiv.) in water (2.5 ml), chloroform (3 ml, 37 mmol) 6.3 equiv.) and DCM (5 ml). The mixture was stirred at room temperature for 72 h and the crude extracted with DCM. The product was isolated via Kieslgel chromatography. Starting materials: N1=CC(=CC=C1)CC1=CC=C(C=C1)/C=C/C(=O)OCC (ethyl (E)-3-[4-(pyridin-3-ylmethyl)phenyl]acrylate), [H-].[Al+3].[Li+].[H-].[H-].[H-] (lithium aluminum hydride), O1CCCC1 (tetrahyrofuran). The solvent is C(C)OCC (diethyl ether). Reaction conditions: time 1 hour. Product: N1=CC(=CC=C1)CC1=CC=C(C=C1)/C=C/CO ((E)-3-[4-(pyridin-3-ylmethyl)phenyl]allyl alcohol). The yield is 52.0%. As a reaction SMILES: [N:1]1[CH:6]=[CH:5][CH:4]=[C:3]([CH2:7][C:8]2[CH:13]=[CH:12][C:11](/[CH:14]=[CH:15]/[C:16](OCC)=[O:17])=[CH:10][CH:9]=2)[CH:2]=1.[H-].[Al+3].[Li+].[H-].[H-].[H-].O1CCCC1>C(OCC)C>[N:1]1[CH:6]=[CH:5][CH:4]=[C:3]([CH2:7][C:8]2[CH:9]=[CH:10][C:11](/[CH:14]=[CH:15]/[CH2:16][OH:17])=[CH:12][CH:13]=2)[CH:2]=1 |f:1.2.3.4.5.6|. Procedure details: In 200 ml of anhydrous diethyl ether was dissolved 24.0 g of ethyl (E)-3-[4-(pyridin-3-ylmethyl)phenyl]acrylate, and thereto was added in small portions 2.4 g of lithium aluminum hydride with ice-cooling over one hour. The resulting mixture was subjected to reaction for one hour with ice-cooling and then for a further one hour at room temperature, after which 91 ml of hydrous tetrahyrofuran (water content: 10% by volume) was added in small portions. Insolubles were removed by filtration and the ...